Task: describe an organic reaction: reactants, conditions, products, and yield. Dataset: the Open Reaction Database (ORD), a public repository of structured organic reaction records The product is COC1=CC=C(C=C1)N1N=C(C=C1C)C (1-[(4-Methoxy)phenyl]-3,5-dimethylpyrazole). Yield: 95.3%. Procedure details: To a solution of 4-methoxyphenylhydrazine hydrochloride (118.7 g, 0.68 mol) in 300 ML of glacial acetic acid was added 2,4-pentanedione (68.0 g, 0.68 mol). The resulting solution was stirred at 100° C. for 18 h and then was cooled and concentrated in vacuo. The residue was dissolved in ethyl acetate, filtered through a pad of silica gel and concentrated to afford 131 g (95%) of the title compound, which was used without purification. LRMS (NH4-CI): 203.3 (M+H)+. The reactants are Cl.COC1=CC=C(C=C1)NN (4-methoxyphenylhydrazine hydrochloride), CC(CC(C)=O)=O (2,4-pentanedione). Run in C(C)(=O)O (acetic acid). Conditions: temperature 100 celsius, time 18 hour. Reaction SMILES: Cl.[CH3:2][O:3][C:4]1[CH:9]=[CH:8][C:7]([NH:10][NH2:11])=[CH:6][CH:5]=1.[CH3:12][C:13](=O)[CH2:14][C:15](=O)[CH3:16]>C(O)(=O)C>[CH3:2][O:3][C:4]1[CH:9]=[CH:8][C:7]([N:10]2[C:15]([CH3:16])=[CH:14][C:13]([CH3:12])=[N:11]2)=[CH:6][CH:5]=1 |f:0.1|.